Dataset: the Open Reaction Database (ORD), a public repository of structured organic reaction records. Task: describe an organic reaction: reactants, conditions, products, and yield Reactants: 0.090, C(C1=CC=CC=C1)OC1=NC=CC=C1N1CCN(CC1)C(=O)OCC1=CC=CC=C1 (Benzyl 4-[2-(benzyloxy)pyridin-3-yl]piperazine-1-carboxylate). Reagents/catalysts: [Pd] (palladium on activated carbon). Solvent: CO (methanol). Run at time 3 hour. Product: N1(CCNCC1)C=1C(NC=CC1)=O (3-piperazin-1-ylpyridin-2(1H)-one). The yield is 88.0%. RXN SMILES: C([O:8][C:9]1[C:14]([N:15]2[CH2:20][CH2:19][N:18](C(OCC3C=CC=CC=3)=O)[CH2:17][CH2:16]2)=[CH:13][CH:12]=[CH:11][N:10]=1)C1C=CC=CC=1>[Pd].CO>[N:15]1([C:14]2[C:9](=[O:8])[NH:10][CH:11]=[CH:12][CH:13]=2)[CH2:16][CH2:17][NH:18][CH2:19][CH2:20]1. Reported procedure: To a 10 mL round bottomed flask was added 10 mg (0.009 mmol) of 10% palladium on activated carbon which was then flushed with nitrogen. Next, a solution of 0.090 (0.22 mmol) of benzyl 4-[2-(benzyloxy)pyridin-3-yl]piperazine-1-carboxylate from Step A above in 4 mL of methanol was added and the resulting mixture was placed under an atmosphere of hydrogen gas at atmospheric pressure for 3 h. The reaction was then flushed with nitrogen and filtered through a pad of Celite®. The pad was washed with m... Starting materials: CN1CCNCC1, CCN(C(C)C)C(C)C, COC(=O)c1ccc(Cl)nc1, CN(C)C=O. Yields the product COC(=O)c1ccc(N2CCN(C)CC2)nc1. Reaction SMILES: [CH3:12][N:13]1[CH2:14][CH2:15][NH:16][CH2:17][CH2:18]1.[CH:19]([N:20]([CH:21]([CH3:22])[CH3:23])[CH2:24][CH3:25])([CH3:26])[CH3:27].[Cl:1][c:2]1[n:3][cH:4][c:5]([C:6](=[O:7])[O:8][CH3:9])[cH:10][cH:11]1.[O:28]=[CH:29][N:30]([CH3:31])[CH3:32]>>[c:2]1([N:16]2[CH2:15][CH2:14][N:13]([CH3:12])[CH2:18][CH2:17]2)[n:3][cH:4][c:5]([C:6](=[O:7])[O:8][CH3:9])[cH:10][cH:11]1. Reactants: CC1CNC1, C1=CC(=CC=C1Br)Br. Reagents/catalysts: C(=O)([O-])[O-].[Cs+].[Cs+], C1=CC=C(C=C1)P(C2=CC=CC=C2)C3=C(C4=CC=CC=C4C=C3)C5=C(C=CC6=CC=CC=C65)P(C7=CC=CC=C7)C8=CC=CC=C8, CC(=O)O.CC(=O)O.[Pd]. Run in CC1=CC=CC=C1. Conditions: temperature 100 celsius. The product is CC1CN(C1)C2=CC=C(C=C2)Br. Yield: 84.7%. Reported procedure: 3-methylazetidine (0.5 g, 4.69 mmol), diacetoxypalladium (10.53 mg, 0.05 mmol), 2,2'-bis(diphenylphosphino)-1,1'-binaphthyl (0.058 g, 0.09 mmol) and cesium carbonate (3.67 g, 11.26 mmol), degassed toluene (15 mL) were heated at 100 °C over the weekend. The RM was filtered and washed with EtOAc the filtrate was then concentrated and the crude product purified by flash silica chromatography, elution gradient 20 to 30% EtOAc in heptane. Purest fractions were collected and combined with EN05604-93. ... Starting materials: COCC(C)Oc1cc(Oc2ccccc2)cnc1[N+](=O)[O-], CC(=O)O, O, [Zn]. Yields the product COCC(C)Oc1cc(Oc2ccccc2)cnc1N. RXN SMILES: [CH3:1][O:2][CH2:3][CH:4]([O:5][c:6]1[c:7]([N+:19]([O-:20])=[O:21])[n:8][cH:9][c:10]([O:12][c:13]2[cH:14][cH:15][cH:16][cH:17][cH:18]2)[cH:11]1)[CH3:22].[CH3:24][C:25](=[O:26])[OH:27].[OH2:23].[Zn:28]>>[CH3:1][O:2][CH2:3][CH:4]([O:5][c:6]1[c:7]([NH2:19])[n:8][cH:9][c:10]([O:12][c:13]2[cH:14][cH:15][cH:16][cH:17][cH:18]2)[cH:11]1)[CH3:22]. Reactants: Br, O=C([O-])O, CC1=NN(c2ccc3c(c2)CCC3)C(=O)C1, CCO, Cl, O=N[O-], Nc1cccc(-c2csc(C(=O)O)c2)c1O, [Na+], [Na+]. Yields the product CC1=NN(c2ccc3c(c2)CCC3)C(=O)C1=NNc1cccc(-c2csc(C(=O)O)c2)c1O. RXN SMILES: [BrH:1].[C:38](=[O:39])([OH:40])[O-:41].[CH2:22]1[CH2:23][CH2:24][c:25]2[cH:26][c:27]([N:31]3[N:32]=[C:33]([CH3:37])[CH2:34][C:35]3=[O:36])[cH:28][cH:29][c:30]21.[CH3:44][CH2:45][OH:46].[ClH:43].[N:18]([O-:19])=[O:20].[NH2:2][c:3]1[c:4]([OH:17])[c:5](-[c:9]2[cH:10][c:11]([C:14](=[O:15])[OH:16])[s:12][cH:13]2)[cH:6][cH:7][cH:8]1.[Na+:21].[Na+:42]>>[NH:2]([c:3]1[c:4]([OH:17])[c:5](-[c:9]2[cH:10][c:11]([C:14](=[O:15])[OH:16])[s:12][cH:13]2)[cH:6][cH:7][cH:8]1)[N:18]=[C:34]1[C:33]([CH3:37])=[N:32][N:31]([c:27]2[cH:26][c:25]3[c:30]([cH:29][cH:28]2)[CH2:22][CH2:23][CH2:24]3)[C:35]1=[O:36]. Starting materials: COCC(=O)Cl (methoxyacetyl chloride), N(N)C=1N=NC(=CC1)C1=CC=CC=C1 (3-hydrazino-6-phenylpyridazine). Run in O1CCOCC1 (dioxane). Yields the product COCC1=NN=C2N1N=C(C=C2)C2=CC=CC=C2 (3-(Methoxymethyl)-6-phenyl-1,2,4-triazolo[4,3-b]pyridazine). Reaction SMILES: [NH:1]([C:3]1[N:4]=[N:5][C:6]([C:9]2[CH:14]=[CH:13][CH:12]=[CH:11][CH:10]=2)=[CH:7][CH:8]=1)[NH2:2].[CH3:15][O:16][CH2:17][C:18](Cl)=O>O1CCOCC1>[CH3:15][O:16][CH2:17][C:18]1[N:4]2[N:5]=[C:6]([C:9]3[CH:14]=[CH:13][CH:12]=[CH:11][CH:10]=3)[CH:7]=[CH:8][C:3]2=[N:1][N:2]=1. Reported procedure: To a mixture of 0.01 mole of 3-hydrazino-6-phenylpyridazine in 25 ml. of dioxane is added 0.005 mole of methoxyacetyl chloride. The mixture is refluxed for 2 hours to give the product of the Example, m.p. 133° C. Reactants: CCOC(=O)N1CCC(c2cccc(-c3ccccc3)c2)C(OCc2ccc(C)cc2OCCCOC)C1, CCO, [Na+], [OH-]. Product: COCCCOc1cc(C)ccc1COC1CNCCC1c1cccc(-c2ccccc2)c1. As a reaction SMILES: [CH2:1]([O:2][C:3](=[O:4])[N:6]1[CH2:7][CH:8]([O:24][CH2:25][c:26]2[c:27]([O:33][CH2:34][CH2:35][CH2:36][O:37][CH3:38])[cH:28][c:29]([CH3:32])[cH:30][cH:31]2)[CH:9]([c:12]2[cH:13][c:14](-[c:18]3[cH:19][cH:20][cH:21][cH:22][cH:23]3)[cH:15][cH:16][cH:17]2)[CH2:10][CH2:11]1)[CH3:5].[CH3:41][CH2:42][OH:43].[Na+:40].[OH-:39]>>[NH:6]1[CH2:7][CH:8]([O:24][CH2:25][c:26]2[c:27]([O:33][CH2:34][CH2:35][CH2:36][O:37][CH3:38])[cH:28][c:29]([CH3:32])[cH:30][cH:31]2)[CH:9]([c:12]2[cH:13][c:14](-[c:18]3[cH:19][cH:20][cH:21][cH:22][cH:23]3)[cH:15][cH:16][cH:17]2)[CH2:10][CH2:11]1.